From a dataset of the Open Reaction Database (ORD), a public repository of structured organic reaction records. describe an organic reaction: reactants, conditions, products, and yield The reactants are CCCc1nn(-c2ccc(Cl)cc2)cc1C(=O)Cl, CC(C)C(=O)Nc1cccc(C2CCN(CCC(N)c3ccccc3)CC2)c1. The product is CCCc1nn(-c2ccc(Cl)cc2)cc1C(=O)NC(CCN1CCC(c2cccc(NC(=O)C(C)C)c2)CC1)c1ccccc1. As a reaction SMILES: [Cl:29][c:30]1[cH:31][cH:32][c:33](-[n:36]2[n:37][c:38]([CH2:44][CH2:45][CH3:46])[c:39]([C:41](=[O:42])[Cl:43])[cH:40]2)[cH:34][cH:35]1.[NH2:1][CH:2]([CH2:3][CH2:4][N:5]1[CH2:6][CH2:7][CH:8]([c:11]2[cH:12][c:13]([NH:17][C:18]([CH:19]([CH3:20])[CH3:21])=[O:22])[cH:14][cH:15][cH:16]2)[CH2:9][CH2:10]1)[c:23]1[cH:24][cH:25][cH:26][cH:27][cH:28]1>>[NH:1]([CH:2]([CH2:3][CH2:4][N:5]1[CH2:6][CH2:7][CH:8]([c:11]2[cH:12][c:13]([NH:17][C:18]([CH:19]([CH3:20])[CH3:21])=[O:22])[cH:14][cH:15][cH:16]2)[CH2:9][CH2:10]1)[c:23]1[cH:24][cH:25][cH:26][cH:27][cH:28]1)[C:41]([c:39]1[c:38]([CH2:44][CH2:45][CH3:46])[n:37][n:36](-[c:33]2[cH:32][cH:31][c:30]([Cl:29])[cH:35][cH:34]2)[cH:40]1)=[O:42]. Starting materials: O=Cc1csc(COC(=O)OCC(Cl)(Cl)Cl)n1, CC(C=O)=P(c1ccccc1)(c1ccccc1)c1ccccc1, c1ccccc1. Product: CC(C=O)=Cc1csc(COC(=O)OCC(Cl)(Cl)Cl)n1. Reaction SMILES: [Cl:1][C:2]([CH2:3][O:4][C:5](=[O:6])[O:7][CH2:8][c:9]1[s:10][cH:11][c:12]([CH:14]=[O:15])[n:13]1)([Cl:16])[Cl:17].[c:18]1([P:19]([c:20]2[cH:21][cH:22][cH:23][cH:24][cH:29]2)(=[C:25]([CH:26]=[O:27])[CH3:28])[c:30]2[cH:31][cH:32][cH:33][cH:34][cH:35]2)[cH:36][cH:37][cH:38][cH:39][cH:40]1.[cH:41]1[cH:42][cH:43][cH:44][cH:45][cH:46]1>>[Cl:1][C:2]([CH2:3][O:4][C:5](=[O:6])[O:7][CH2:8][c:9]1[s:10][cH:11][c:12]([CH:14]=[C:25]([CH:26]=[O:27])[CH3:28])[n:13]1)([Cl:16])[Cl:17].